From a dataset of the Open Reaction Database (ORD), a public repository of structured organic reaction records. describe an organic reaction: reactants, conditions, products, and yield The reactants are BrC=1C=C2[C@H]3[C@@H](N4C2=C(C1)SCC4)CCN(C3)C(=O)OC(C)(C)C (tert-butyl(6bR,10aS)-5-bromo-1,2,6b,9,10,10a-hexahydropyrido[4,3-b][1,4]thiazino[2,3,4-hi]indole-8(7H)-carboxylate), CC1=C(C=CC(=C1)OC)B(O)O (2-methyl-4-methoxyphenyl boronic acid). The product is COC1=CC(=C(C=C1)C=1C=C2[C@H]3[C@@H](N4C2=C(C1)SCC4)CCN(C3)C(=O)OC(C)(C)C)C (tert-butyl(6bR,10aS)-5-(4-methoxy-2-methylphenyl)-1,2,6b,9,10,10a-hexahydropyrido[4,3-b][1,4]thiazino[2,3,4-hi]indole-8(7H)-carboxylate). Yield: 54.6%. RXN SMILES: Br[C:2]1[CH:3]=[C:4]2[C:8]3=[C:9]([S:11][CH2:12][CH2:13][N:7]3[C@H:6]3[CH2:14][CH2:15][N:16]([C:18]([O:20][C:21]([CH3:24])([CH3:23])[CH3:22])=[O:19])[CH2:17][C@@H:5]23)[CH:10]=1.[CH3:25][C:26]1[CH:31]=[C:30]([O:32][CH3:33])[CH:29]=[CH:28][C:27]=1B(O)O>>[CH3:33][O:32][C:30]1[CH:29]=[CH:28][C:27]([C:2]2[CH:3]=[C:4]3[C:8]4=[C:9]([S:11][CH2:12][CH2:13][N:7]4[C@H:6]4[CH2:14][CH2:15][N:16]([C:18]([O:20][C:21]([CH3:24])([CH3:23])[CH3:22])=[O:19])[CH2:17][C@@H:5]34)[CH:10]=2)=[C:26]([CH3:25])[CH:31]=1. Procedure: The tert-butyl(6bR,10aS)-5-(4-methoxy-2-methylphenyl)-1,2,6b,9,10,10a-hexahydropyrido[4,3-b][1,4]thiazino[2,3,4-hi]indole-8(7H)-carboxylate (420 mg, 55%) was prepared via coupling of tert-butyl(6bR,10aS)-5-bromo-1,2,6b,9,10,10a-hexahydropyrido[4,3-b][1,4]thiazino[2,3,4-hi]indole-8(7H)-carboxylate (700 mg, 1.70 mmol) with 2-methyl-4-methoxyphenyl boronic acid (424 mg, 2.55 mmol) using the procedure described in Example 450 Step A.